From a dataset of the Open Reaction Database (ORD), a public repository of structured organic reaction records. describe an organic reaction: reactants, conditions, products, and yield Reactants: Clc1c(Br)cnc2[nH]ccc12, C[O-], CO, [Na+]. Product: COc1c(Br)cnc2[nH]ccc12. Reaction SMILES: [Br:1][c:2]1[c:3]([Cl:11])[c:4]2[c:5]([n:6][cH:7]1)[nH:8][cH:9][cH:10]2.[CH3:12][O-:13].[CH3:15][OH:16].[Na+:14]>>[Br:1][c:2]1[c:3]([O:13][CH3:12])[c:4]2[c:5]([n:6][cH:7]1)[nH:8][cH:9][cH:10]2.